From a dataset of the Open Reaction Database (ORD), a public repository of structured organic reaction records. describe an organic reaction: reactants, conditions, products, and yield The reactants are COC(=O)C1CCCN1, C(=NC1CCCCC1)=NC1CCCCC1, ClCCl, COc1ccc(C(=O)O)c([N+](=O)[O-])c1O. Product: COC(=O)C1CCCN1C(=O)c1ccc(OC)c(O)c1[N+](=O)[O-]. As a reaction SMILES: [CH3:1][O:2][C:3]([CH:4]1[NH:5][CH2:6][CH2:7][CH2:8]1)=[O:9].[CH:10]1([N:11]=[C:12]=[N:13][CH:14]2[CH2:15][CH2:16][CH2:17][CH2:18][CH2:19]2)[CH2:20][CH2:21][CH2:22][CH2:23][CH2:24]1.[Cl:40][CH2:41][Cl:42].[OH:25][c:26]1[c:27]([N+:37](=[O:38])[O-:39])[c:28]([C:29](=[O:30])[OH:31])[cH:32][cH:33][c:34]1[O:35][CH3:36]>>[CH3:1][O:2][C:3]([CH:4]1[N:5]([C:29]([c:28]2[c:27]([N+:37](=[O:38])[O-:39])[c:26]([OH:25])[c:34]([O:35][CH3:36])[cH:33][cH:32]2)=[O:30])[CH2:6][CH2:7][CH2:8]1)=[O:9]. Yields the product Nc1nccc(Oc2ccc3c(c2)CCCCN3C(=O)Nc2cccc(C(F)(F)F)c2)n1. Starting materials: CCCCCC, CCOC(C)=O, CO, Nc1nc(Cl)cc(Oc2ccc3c(c2)CCCCN3C(=O)Nc2cccc(C(F)(F)F)c2)n1. Reaction SMILES: [CH3:34][CH2:35][CH2:36][CH2:37][CH2:38][CH3:39].[CH3:40][CH2:41][O:42][C:43]([CH3:44])=[O:45].[CH3:46][OH:47].[F:1][C:2]([c:3]1[cH:4][c:5]([NH:9][C:10](=[O:11])[N:12]2[c:13]3[c:14]([cH:19][c:20]([O:23][c:24]4[n:25][c:26]([NH2:31])[n:27][c:28]([Cl:30])[cH:29]4)[cH:21][cH:22]3)[CH2:15][CH2:16][CH2:17][CH2:18]2)[cH:6][cH:7][cH:8]1)([F:32])[F:33]>>[F:1][C:2]([c:3]1[cH:4][c:5]([NH:9][C:10](=[O:11])[N:12]2[c:13]3[c:14]([cH:19][c:20]([O:23][c:24]4[n:25][c:26]([NH2:31])[n:27][cH:28][cH:29]4)[cH:21][cH:22]3)[CH2:15][CH2:16][CH2:17][CH2:18]2)[cH:6][cH:7][cH:8]1)([F:32])[F:33]. Starting materials: Cl (hydrogen chloride), solution, NC1=C2C(=NC=N1)N(N=C2C2=CC=C(C=C2)OC2=CC=CC=C2)[C@H]2CN(CCC2)C(=O)OC(C)(C)C ((R)-tert-Butyl 3-(4-amino-3-(4-phenoxyphenyl)-1H-pyrazolo[3,4-d]pyrimidin-1-yl)piperidine-1-carboxylate). The solvent is C(C)OCC (diethyl ether), O1CCOCC1 (dioxane), O1CCOCC1 (dioxane), O1CCOCC1 (dioxane). Run at time 8 hour. Product: Cl.O(C1=CC=CC=C1)C1=CC=C(C=C1)C1=NN(C2=NC=NC(=C21)N)[C@H]2CNCCC2 ((R)-3-(4-Phenoxyphenyl)-1-(piperidin-3-yl)-1H-pyrazolo[3,4-d]pyrimidin-4-amine hydrochloride). Isolated yield 88.0%. Reaction SMILES: [NH2:1][C:2]1[N:7]=[CH:6][N:5]=[C:4]2[N:8]([C@@H:24]3[CH2:29][CH2:28][CH2:27][N:26](C(OC(C)(C)C)=O)[CH2:25]3)[N:9]=[C:10]([C:11]3[CH:16]=[CH:15][C:14]([O:17][C:18]4[CH:23]=[CH:22][CH:21]=[CH:20][CH:19]=4)=[CH:13][CH:12]=3)[C:3]=12.[ClH:37]>O1CCOCC1.C(OCC)C>[ClH:37].[O:17]([C:14]1[CH:13]=[CH:12][C:11]([C:10]2[C:3]3[C:4](=[N:5][CH:6]=[N:7][C:2]=3[NH2:1])[N:8]([C@@H:24]3[CH2:29][CH2:28][CH2:27][NH:26][CH2:25]3)[N:9]=2)=[CH:16][CH:15]=1)[C:18]1[CH:23]=[CH:22][CH:21]=[CH:20][CH:19]=1 |f:4.5|. Procedure details: Compound 35 (700 mg, 1.48 mmol, 1 equiv) was dissolved in dioxane (8 mL). A solution of hydrogen chloride in dioxane (4 mL of a 4 N solution in dioxane, 16 mmol, 10.7 equiv) was added and the reaction was stirred at room temperature overnight. The reaction was diluted with diethyl ether (20 mL) and the resulting solids were collected by filtration under a stream of nitrogen. The product was further dried in a vacuum oven to yield 36 (550 mg, 88% yield) as an off-white solid. The reactants are FC1=CC=C(C=C1)C1=NC=C(C=N1)Br (2-(4'-Fluorophenyl)-5-bromopyrimidine), C#CCCC (pent-1-yne), FC1=C(C=CC(=C1F)OCCCCCCCC)C1=NC=C(C=N1)C#CCCCCCCC (2-(2',3'-Difluoro-4'-octyloxyphenyl)-5-non-1-ynylpyrimidine). Reagents/catalysts: C=1C=CC(=CC1)[P](C=2C=CC=CC2)(C=3C=CC=CC3)[Pd]([P](C=4C=CC=CC4)(C=5C=CC=CC5)C=6C=CC=CC6)([P](C=7C=CC=CC7)(C=8C=CC=CC8)C=9C=CC=CC9)[P](C=1C=CC=CC1)(C=1C=CC=CC1)C=1C=CC=CC1 (tetrakis(triphenylphosphine)palladium), [Cu]I (copper(I) iodide). The solvent is C(C)(C)NC(C)C (diisopropylamine). Yields the product FC1=CC=C(C=C1)C1=NC=C(C=N1)C#CCCC (2-(4'-Fluorophenyl)-5-pent-1-ynylpyrimidine). Isolated yield 87.0%. RXN SMILES: [F:1][C:2]1[CH:7]=[CH:6][C:5]([C:8]2[N:13]=[CH:12][C:11](Br)=[CH:10][N:9]=2)=[CH:4][CH:3]=1.[CH:15]#[C:16][CH2:17][CH2:18][CH3:19].FC1C(F)=C(OCCCCCCCC)C=CC=1C1N=CC(C#CCCCCCCC)=CN=1>C1C=CC([P]([Pd]([P](C2C=CC=CC=2)(C2C=CC=CC=2)C2C=CC=CC=2)([P](C2C=CC=CC=2)(C2C=CC=CC=2)C2C=CC=CC=2)[P](C2C=CC=CC=2)(C2C=CC=CC=2)C2C=CC=CC=2)(C2C=CC=CC=2)C2C=CC=CC=2)=CC=1.[Cu]I.C(NC(C)C)(C)C>[F:1][C:2]1[CH:7]=[CH:6][C:5]([C:8]2[N:13]=[CH:12][C:11]([C:15]#[C:16][CH2:17][CH2:18][CH3:19])=[CH:10][N:9]=2)=[CH:4][CH:3]=1 |^1:55,57,76,95|. Procedure: --Quantities: 2-(4'-fluorophenyl)-5-bromo-pyrimidine 20 (1.48 g, 4.88 mmol), pent-1-yne (0.98 ml, 10 mmol), tetrakis(triphenylphosphine)palladium (350 mg, 0.30 mmol), copper(I) iodide (57 mg, 0.30 mmol), diisopropylamine (20 ml). The experimental procedure was as described for compound 38. The crude product was purified by flash chromatography (8% ethyl acetate-light petroleum) to give the fluorophenylpyrimidine 42 (1.02 g, 85%), m.p. 51° C.; νmax /cm-1 (KBr) 2960, 2870, 2220, 1600, 1510, 1430, ...